The task is: describe an organic reaction: reactants, conditions, products, and yield. This data is from the Open Reaction Database (ORD), a public repository of structured organic reaction records. Reactants: CNC(=O)CCl, Nc1ncnn2c(C3CCNCC3)cc(-c3ccc4c(N)n(-c5ccccc5)nc4c3)c12. The product is CNC(=O)CN1CCC(c2cc(-c3ccc4c(N)n(-c5ccccc5)nc4c3)c3c(N)ncnn23)CC1. Reaction SMILES: [Cl:33][CH2:34][C:35](=[O:36])[NH:37][CH3:38].[NH2:1][c:2]1[n:3](-[c:27]2[cH:28][cH:29][cH:30][cH:31][cH:32]2)[n:4][c:5]2[cH:6][c:7](-[c:11]3[cH:12][c:13]([CH:21]4[CH2:22][CH2:23][NH:24][CH2:25][CH2:26]4)[n:14]4[n:15][cH:16][n:17][c:18]([NH2:20])[c:19]34)[cH:8][cH:9][c:10]12>>[NH2:1][c:2]1[n:3](-[c:27]2[cH:28][cH:29][cH:30][cH:31][cH:32]2)[n:4][c:5]2[cH:6][c:7](-[c:11]3[cH:12][c:13]([CH:21]4[CH2:22][CH2:23][N:24]([CH2:34][C:35](=[O:36])[NH:37][CH3:38])[CH2:25][CH2:26]4)[n:14]4[n:15][cH:16][n:17][c:18]([NH2:20])[c:19]34)[cH:8][cH:9][c:10]12. Starting materials: [N-](S(=O)(=O)C(F)(F)F)S(=O)(=O)C(F)(F)F.[Li+] (lithium bis[(trifluoromethyl)sulfonyl]imide), [Br-].C1CCCC[N+]12CCCCCC2 (6-azonia-spiro[5,6]dodecane bromide). Run in O (water). Product: [N-](S(=O)(=O)C(F)(F)F)S(=O)(=O)C(F)(F)F.C1CCCC[N+]12CCCCCC2 (6-azonia-spiro[5,6]dodecane bis[(trifluoromethyl)sulfonyl]imide). Reaction SMILES: [N-:1]([S:9]([C:12]([F:15])([F:14])[F:13])(=[O:11])=[O:10])[S:2]([C:5]([F:8])([F:7])[F:6])(=[O:4])=[O:3].[Li+].[Br-].[CH2:18]1[N+:23]2([CH2:29][CH2:28][CH2:27][CH2:26][CH2:25][CH2:24]2)[CH2:22][CH2:21][CH2:20][CH2:19]1>O>[N-:1]([S:2]([C:5]([F:8])([F:6])[F:7])(=[O:4])=[O:3])[S:9]([C:12]([F:15])([F:14])[F:13])(=[O:11])=[O:10].[CH2:22]1[N+:23]2([CH2:24][CH2:25][CH2:26][CH2:27][CH2:28][CH2:29]2)[CH2:18][CH2:19][CH2:20][CH2:21]1 |f:0.1,2.3,5.6|. Procedure details: A slight excess of lithium bis[(trifluoromethyl)sulfonyl]imide dissolved in water was added to an aqueous solution of 6-azonia-spiro[5,6]dodecane bromide and stirred at room temperature for several hours. The reaction mixture was transferred to a separating funnel and the heavy layer washed several times with water. The addition of a small amount of dichloromethane aided the separation of the aqueous and organic layer. The heavy organic layer was then evaporated to dryness leaving a pale yellow ...